This data is from the Open Reaction Database (ORD), a public repository of structured organic reaction records. The task is: describe an organic reaction: reactants, conditions, products, and yield Procedure details: Into a 8-mL vial, was placed a solution of methyl 4-[4-carbamoyl-12-fluoro-9-oxa-3,6-diazatricyclo[8.4.0.0[2,6]]tetradeca-1(14),2,4,10,12-pentaen-13-yl]-2-hydroxy-2-methylbut-3-ynoate (120 mg, 0.32 mmol, 1.00 equiv) and cyclopropanamine (1.83 g, 32.05 mmol, 99.72 equiv) in methanol (2 mL). The resulting solution was stirred for 12 h at 40° C. in an oil bath and concentrated under vacuum. The residue was applied onto a silica gel column with dichloromethane/methanol (30:1). This resulted in 23 mg... Reactants: C(N)(=O)C=1N=C2C3=CC(=C(C=C3OCCN2C1)F)C#CC(C(=O)OC)(C)O (methyl 4-[4-carbamoyl-12-fluoro-9-oxa-3,6-diazatricyclo[8.4.0.0[2,6]]tetradeca-1(14),2,4,10,12-pentaen-13-yl]-2-hydroxy-2-methylbut-3-ynoate), C1(CC1)N (cyclopropanamine). As a reaction SMILES: [C:1]([C:4]1[N:5]=[C:6]2[N:16]([CH:17]=1)[CH2:15][CH2:14][O:13][C:12]1[C:7]2=[CH:8][C:9]([C:19]#[C:20][C:21]([OH:27])([CH3:26])[C:22]([O:24]C)=O)=[C:10]([F:18])[CH:11]=1)(=[O:3])[NH2:2].[CH:28]1([NH2:31])[CH2:30][CH2:29]1>CO>[CH:28]1([NH:31][C:22]([C:21]([OH:27])([CH3:26])[C:20]#[C:19][C:9]2[C:10]([F:18])=[CH:11][C:12]3[O:13][CH2:14][CH2:15][N:16]4[C:6](=[N:5][C:4]([C:1]([NH2:2])=[O:3])=[CH:17]4)[C:7]=3[CH:8]=2)=[O:24])[CH2:30][CH2:29]1. Yields the product C1(CC1)NC(=O)C(C#CC=1C(=CC2=C(C3=NC(=CN3CCO2)C(=O)N)C1)F)(C)O ((±)-9-(3-Cyclopropylcarbamoyl-3-hydroxy-but-1-ynyl)-8-fluoro-4,5-dihydro-6-oxa-1,3a-diaza-benzo[e]azulene-2-carboxylic acid amide). Run at temperature 40 celsius, time 12 hour. Run in CO (methanol). The reactants are CC(C)(C)OC(=O)CC(CC1CCCC1)C(=O)N1C(=O)OCC1Cc1ccccc1, O=C([O-])O, C1CCOC1, [Li+], [Na+], [Na+], [Na+], [OH-], O, OO, O=S([O-])[O-]. Product: CC(C)(C)OC(=O)CC(CC1CCCC1)C(=O)O. Reaction SMILES: [C:1]([CH3:2])([CH3:3])([CH3:4])[O:5][C:6]([CH2:7][CH:8]([C:9](=[O:10])[N:11]1[CH:12]([CH2:13][c:14]2[cH:15][cH:16][cH:17][cH:18][cH:19]2)[CH2:20][O:21][C:22]1=[O:23])[CH2:24][CH:25]1[CH2:26][CH2:27][CH2:28][CH2:29]1)=[O:30].[C:41](=[O:42])([OH:43])[O-:44].[CH2:46]1[O:47][CH2:48][CH2:49][CH2:50]1.[Li+:34].[Na+:39].[Na+:40].[Na+:45].[OH-:33].[OH2:51].[OH:31][OH:32].[S:35](=[O:36])([O-:37])[O-:38]>>[C:1]([CH3:2])([CH3:3])([CH3:4])[O:5][C:6]([CH2:7][CH:8]([C:9]([OH:10])=[O:36])[CH2:24][CH:25]1[CH2:26][CH2:27][CH2:28][CH2:29]1)=[O:30]. The reactants are O=C([O-])[O-], CC(=O)[O-], CC(=O)[O-], Clc1ncccc1I, Cl, [Cs+], [Cs+], CC(C)(C)c1ccc(N2C(=O)N(Cc3ccnc(N)c3)C(C)(C)C2=O)cc1, C1COCCO1, [Pd+2]. Product: CC(C)(C)c1ccc(N2C(=O)N(Cc3ccnc(Nc4cccnc4Cl)c3)C(C)(C)C2=O)cc1. RXN SMILES: [C:37](=[O:38])([O-:39])[O-:40].[C:49]([O-:50])(=[O:51])[CH3:52].[C:53]([O-:54])(=[O:55])[CH3:56].[Cl:29][c:30]1[n:31][cH:32][cH:33][cH:34][c:35]1[I:36].[ClH:1].[Cs+:41].[Cs+:42].[NH2:2][c:3]1[n:4][cH:5][cH:6][c:7]([CH2:9][N:10]2[C:11](=[O:28])[N:12]([c:18]3[cH:19][cH:20][c:21]([C:24]([CH3:25])([CH3:26])[CH3:27])[cH:22][cH:23]3)[C:13](=[O:17])[C:14]2([CH3:15])[CH3:16])[cH:8]1.[O:43]1[CH2:44][CH2:45][O:46][CH2:47][CH2:48]1.[Pd+2:57]>>[NH:2]([c:3]1[n:4][cH:5][cH:6][c:7]([CH2:9][N:10]2[C:11](=[O:28])[N:12]([c:18]3[cH:19][cH:20][c:21]([C:24]([CH3:25])([CH3:26])[CH3:27])[cH:22][cH:23]3)[C:13](=[O:17])[C:14]2([CH3:15])[CH3:16])[cH:8]1)[c:35]1[c:30]([Cl:29])[n:31][cH:32][cH:33][cH:34]1. The reactants are O (Water), BrCCC=C1C2=C(COC3=C1C=C(C=C3)OC)N=CC=C2 (5-(3-bromopropylidene)-5,11-dihydro-7-methoxypyrido[2,3-c][1]benzoxepine), ClC1=CC=C(C=C1)C1(CCNCC1)O (4-(4-chlorophenyl)-4-hydroxypiperidine), C([O-])([O-])=O.[K+].[K+] (potassium carbonate). Solvent: C(C)(=O)OCC (ethyl acetate), CN(C)C=O (DMF). Conditions: time 3 hour. Product: ClC1=CC=C(C=C1)C1(CCN(CC1)CCC=C1C2=C(COC3=C1C=C(C=C3)OC)N=CC=C2)O (4-(4-Chlorophenyl)-1-[3-(5,11-dihydro-7-methoxypyrido[2,3-c][1]benzoxepin-5-ylidene)propyl]piperidin-4-ol). RXN SMILES: Br[CH2:2][CH2:3][CH:4]=[C:5]1[C:11]2[CH:12]=[C:13]([O:16][CH3:17])[CH:14]=[CH:15][C:10]=2[O:9][CH2:8][C:7]2[N:18]=[CH:19][CH:20]=[CH:21][C:6]1=2.[Cl:22][C:23]1[CH:28]=[CH:27][C:26]([C:29]2([OH:35])[CH2:34][CH2:33][NH:32][CH2:31][CH2:30]2)=[CH:25][CH:24]=1.C(=O)([O-])[O-].[K+].[K+].O>CN(C=O)C.C(OCC)(=O)C>[Cl:22][C:23]1[CH:28]=[CH:27][C:26]([C:29]2([OH:35])[CH2:30][CH2:31][N:32]([CH2:2][CH2:3][CH:4]=[C:5]3[C:11]4[CH:12]=[C:13]([O:16][CH3:17])[CH:14]=[CH:15][C:10]=4[O:9][CH2:8][C:7]4[N:18]=[CH:19][CH:20]=[CH:21][C:6]3=4)[CH2:33][CH2:34]2)=[CH:25][CH:24]=1 |f:2.3.4|. Reported procedure: To a solution the product of step 2 (1.1 g) in DMF (15 ml) were added 4-(4-chlorophenyl)-4-hydroxypiperidine (0.81 g) and potassium carbonate (0.53 g) and the mixture was stirred at room temperature for 3 hours. Water and ethyl acetate were added to the reaction mixture, the organic layer was separated and washed with saturated aqueous sodium chloride, and dried with magnesium sulfate. The solvent was distilled off under reduced pressure. The residue was purified by silica gel chromatography elu... The reactants are 1.1E, BrCC(=O)Cl (bromo-acetyl chloride), compound A, FC1=CC=C(C=C1)C1=CC2=C(N(C3=CC=CC=C23)C)N(C1=O)C (3-(4-fluorophenyl)-1,9-dimethyl-1,9-dihydropyrido[2,3-b]indol-2-one). Yields the product BrCC(=O)C=1C=C2C3=C(N(C2=CC1)C)N(C(C(=C3)C3=CC=C(C=C3)F)=O)C (6-(2-Bromoacetyl)-3-(4-fluorophenyl)-1,9-dimethyl-1,9-dihydropyrido[2,3-b]indol-2-one). Reaction SMILES: [F:1][C:2]1[CH:7]=[CH:6][C:5]([C:8]2[C:21](=[O:22])[N:20]([CH3:23])[C:11]3[N:12]([CH3:19])[C:13]4[C:18]([C:10]=3[CH:9]=2)=[CH:17][CH:16]=[CH:15][CH:14]=4)=[CH:4][CH:3]=1.[Br:24][CH2:25][C:26](Cl)=[O:27]>>[Br:24][CH2:25][C:26]([C:16]1[CH:17]=[C:18]2[C:13](=[CH:14][CH:15]=1)[N:12]([CH3:19])[C:11]1[N:20]([CH3:23])[C:21](=[O:22])[C:8]([C:5]3[CH:4]=[CH:3][C:2]([F:1])=[CH:7][CH:6]=3)=[CH:9][C:10]2=1)=[O:27]. Procedure: The process is carried out as indicated in preparation 1.1E above, with compound A 3-(4-fluorophenyl)-1,9-dimethyl-1,9-dihydropyrido[2,3-b]indol-2-one and bromo-acetyl chloride. Starting materials: ( A ), CC1CCNCC1 (4-methylpiperidine), C1(CC1)NC(=O)C=1C=CC(=C(C1)NC(C1=C(C=CC(=C1)F)[N+](=O)[O-])=O)C (N-{5-[(cyclopropylamino)carbonyl]-2-methylphenyl}-5-fluoro-2-nitrobenzamide). Yields the product C1(CC1)NC(=O)C=1C=CC(=C(C1)NC(C1=C(C=CC(=C1)N1CCC(CC1)C)[N+](=O)[O-])=O)C (N-{5-[(cyclopropylamino)carbonyl]-2-methylphenyl}-5-(4-methylpiperidin-1-yl)-2-nitrobenzamide). Reaction SMILES: [CH3:1][CH:2]1[CH2:7][CH2:6][NH:5][CH2:4][CH2:3]1.[CH:8]1([NH:11][C:12]([C:14]2[CH:15]=[CH:16][C:17]([CH3:33])=[C:18]([NH:20][C:21](=[O:32])[C:22]3[CH:27]=[C:26](F)[CH:25]=[CH:24][C:23]=3[N+:29]([O-:31])=[O:30])[CH:19]=2)=[O:13])[CH2:10][CH2:9]1>>[CH:8]1([NH:11][C:12]([C:14]2[CH:15]=[CH:16][C:17]([CH3:33])=[C:18]([NH:20][C:21](=[O:32])[C:22]3[CH:27]=[C:26]([N:5]4[CH2:6][CH2:7][CH:2]([CH3:1])[CH2:3][CH2:4]4)[CH:25]=[CH:24][C:23]=3[N+:29]([O-:31])=[O:30])[CH:19]=2)=[O:13])[CH2:10][CH2:9]1. Procedure details: Using an analogous procedure to that described in paragraph (A) in the portion of Example 13 which is concerned with the preparation of starting materials 4-methylpiperidine was reacted with N-{5-[(cyclopropylamino)carbonyl]-2-methylphenyl}-5-fluoro-2-nitrobenzamide to give N-{5-[(cyclopropylamino)carbonyl]-2-methylphenyl}-5-(4-methylpiperidin-1-yl)-2-nitrobenzamide; NMR Spectrum: (DMSOd6) 0.56 (m, 2H), 0.66 (m, 2H), 0.92 (d, 3H), 1.13 (m, 2H), 1.68 (m, 3H), 2.30 (s, 3H), 2.83 (m, 1H), 2.99 (t, ... Starting materials: OCC(C)(C)NC(C)=O (N-(2-hydroxy-1,1-dimethyl-ethyl)-acetamide), N1CCC(CC1)CO (piperidin-4-yl-methanol), CC#N.O (CH3CN H2O), CC#N.O (CH3CN H2O), CC#N (CH3CN). Run in O (H2O). The product is OCC1CCN(CC1)C(C)=O (1-(4-Hydroxymethyl-piperidin-1-yl)-ethanone). Reaction SMILES: OC[C:3]([NH:6][C:7](=[O:9])[CH3:8])([CH3:5])C.N1CC[CH:13]([CH2:16][OH:17])[CH2:12][CH2:11]1.CC#N.O.CC#N>O>[OH:17][CH2:16][CH:13]1[CH2:5][CH2:3][N:6]([C:7](=[O:9])[CH3:8])[CH2:11][CH2:12]1 |f:2.3|. Procedure: The title compound is prepared analogously as described for N-(2-hydroxy-1,1-dimethyl-ethyl)-acetamide from piperidin-4-yl-methanol. MS (LC-MS): [M+H]+=158.3. tR (HPLC, Waters Symmetry C18 column, 5-95% CH3CN/H2O/3.5 min, 95% CH3CN/H2O, 2 min, CH3CN and H2O containing 0.1% TFA, flow: 0.6 mL/min): 0.39 min. Starting materials: [BH4-], CCO, [Na+], CCOC(=O)c1cnc2c(c1O)CC(=O)CC2. The product is CCOC(=O)c1cnc2c(c1O)CC(O)CC2. Reaction SMILES: [BH4-:18].[CH3:20][CH2:21][OH:22].[Na+:19].[OH:1][c:2]1[c:3]([C:13](=[O:14])[O:15][CH2:16][CH3:17])[cH:4][n:5][c:6]2[c:11]1[CH2:10][C:9](=[O:12])[CH2:8][CH2:7]2>>[OH:1][c:2]1[c:3]([C:13](=[O:14])[O:15][CH2:16][CH3:17])[cH:4][n:5][c:6]2[c:11]1[CH2:10][CH:9]([OH:12])[CH2:8][CH2:7]2. Starting materials: OC1=C(C=CC=C1)/C(/C(=O)OC)=C\OC ((E)-methyl 2-(2-hydroxyphenyl)-3-methoxypropenoate), ClC1=C(N=C(N=N1)SC1=C(C=CC=C1)C)Cl (dichloro-(2-methylphenylthio)-1,2,4-triazine), C([O-])([O-])=O.[K+].[K+] (potassium carbonate), C1COCCOCCOCCOCCOCCO1 (18-crown-6), [F-].[Cs+] (caesium fluoride). The solvent is C(C)#N (acetonitrile), C(C)#N (acetonitrile), C(C)#N (acetonitrile). Conditions: time 11.5 hour. Yields the product ClC1=C(N=C(N=N1)SC1=C(C=CC=C1)C)OC1=C(C=CC=C1)/C(/C(=O)OC)=C\OC ((E)-methyl 2-[2-(6-chloro-3-[2-methylphenylthio]-1,2,4-triazin-5-yloxy)-phenyl]-3-methoxypropenoate). The yield is 28.0%. Reaction SMILES: [Cl:1][C:2]1[N:7]=[N:6][C:5]([S:8][C:9]2[CH:14]=[CH:13][CH:12]=[CH:11][C:10]=2[CH3:15])=[N:4][C:3]=1Cl.C(=O)([O-])[O-].[K+].[K+].[OH:23][C:24]1[CH:29]=[CH:28][CH:27]=[CH:26][C:25]=1/[C:30](=[CH:35]\[O:36][CH3:37])/[C:31]([O:33][CH3:34])=[O:32].C1OCCOCCOCCOCCOCCOC1.[F-].[Cs+]>C(#N)C>[Cl:1][C:2]1[N:7]=[N:6][C:5]([S:8][C:9]2[CH:14]=[CH:13][CH:12]=[CH:11][C:10]=2[CH3:15])=[N:4][C:3]=1[O:23][C:24]1[CH:29]=[CH:28][CH:27]=[CH:26][C:25]=1/[C:30](=[CH:35]\[O:36][CH3:37])/[C:31]([O:33][CH3:34])=[O:32] |f:1.2.3,6.7|. Procedure details: To a stirred solution of the dichloro-(2-methylphenylthio)-1,2,4-triazine formed in the reaction above (0.35 g) in dry acetonitrile (10 ml) was added dry potassium carbonate (0.18 g), followed by a solution of (E)-methyl 2-(2-hydroxyphenyl)-3-methoxypropenoate (0.27 g) in dry acetonitrile (2 ml), in one portion, at room temperature. A catalytic amount of 18-crown-6 and dry caesium fluoride (0.20 g) were then added. After stirring at room temperature for 11.5 hours, the mixture was diluted with a... Reagents/catalysts: [Cu](I)I (copper iodide). The product is CC=1C=C(C(=O)O)C=CC1I (3-methyl-4-iodobenzoic acid). The solvent is O (water), C(C)(=O)OCC (ethyl acetate). As a reaction SMILES: [CH3:1][C:2]1[CH:3]=[C:4]([CH:8]=[CH:9][C:10]=1N)[C:5]([OH:7])=[O:6].S(=O)(=O)(O)O.N([O-])=O.[Na+].[I-:21].[K+]>O.C(OCC)(=O)C.[Cu](I)I>[CH3:1][C:2]1[CH:3]=[C:4]([CH:8]=[CH:9][C:10]=1[I:21])[C:5]([OH:7])=[O:6] |f:2.3,4.5|. The reactants are [I-].[K+] (potassium iodide), S(O)(O)(=O)=O (sulfuric acid), N(=O)[O-].[Na+] (sodium nitrite), CC=1C=C(C(=O)O)C=CC1N (3-methyl-4-aminobenzoic acid), S(O)(O)(=O)=O (sulfuric acid). Reported procedure: 20 g (0.132 mol) of 3-methyl-4-aminobenzoic acid and 175 ml of sulfuric acid (20%) were introduced into a three-necked flask. At -10° C., a solution of 11.9 g (0.172 mol) of sodium nitrite in 50 ml of water was added dropwise and the mixture was stirred for two hours. This solution was introduced dropwise via a dropping funnel cooled to -5° C. into a solution of 35 g (0.211 mol) of potassium iodide, 35.2 g (0.185 mol) of copper iodide and 175 ml of sulfuric acid (20%). The mixture was stirred fo... Reaction conditions: time 2 hour.